This data is from the Open Reaction Database (ORD), a public repository of structured organic reaction records. The task is: describe an organic reaction: reactants, conditions, products, and yield RXN SMILES: [Cl:1][C:2]1[C:9]([Cl:10])=[CH:8][CH:7]=[CH:6][C:3]=1[CH:4]=O.[S:11]1[CH2:17][C:15](=[O:16])[NH:14][C:12]1=[S:13].C([O-])(=O)C.[Na+]>C(O)(=O)C>[Cl:1][C:2]1[C:9]([Cl:10])=[CH:8][CH:7]=[CH:6][C:3]=1[CH:4]=[C:17]1[S:11][C:12](=[S:13])[NH:14][C:15]1=[O:16] |f:2.3|. Isolated yield 40.0%. Procedure details: A mixture of 2,3-dichlorobenzaldehyde (4.6 g, mmoles), rhodanine (3.5 g, 25 mmoles), sodium acetate (7.5 g, 91 mmoles), and acetic acid (40 ml) is stirred under an inert atmosphere and heated to reflux. After 2.5 hours the mixture is stirred into ice-water (250 ml) and the precipitate is filtered off, rinsed three times with water and dried. Recrystallization from methanol gave the pure product (2.9 g), mp 203°-204° C. Product: ClC1=C(C=CC=C1Cl)C=C1C(NC(S1)=S)=O (5-[(2,3-Dichlorophenyl)methylene]-2-thioxo-4-thiazolidinone). The solvent is C(C)(=O)O (acetic acid). Reactants: ice water, ClC1=C(C=O)C=CC=C1Cl (2,3-dichlorobenzaldehyde), S1C(=S)NC(=O)C1 (rhodanine), C(C)(=O)[O-].[Na+] (sodium acetate).